The task is: describe an organic reaction: reactants, conditions, products, and yield. This data is from the Open Reaction Database (ORD), a public repository of structured organic reaction records. Starting materials: CSC1=CC=C(O1)C=O (5-(methylthio)furan-2-carbaldehyde), Cl.NO (hydroxylamine hydrochloride), C(C)(=O)[O-].[Na+] (sodium acetate). The solvent is C(C)O (ethanol). Run at temperature 23 celsius, time 18 hour. Product: CSC1=CC=C(O1)C=NO (5-(Methylthio)furan-2-carbaldehyde oxime). The yield is 25.0%. As a reaction SMILES: [CH3:1][S:2][C:3]1[O:7][C:6]([CH:8]=O)=[CH:5][CH:4]=1.Cl.[NH2:11][OH:12].C([O-])(=O)C.[Na+]>C(O)C>[CH3:1][S:2][C:3]1[O:7][C:6]([CH:8]=[N:11][OH:12])=[CH:5][CH:4]=1 |f:1.2,3.4|. Reported procedure: To a solution of 5-(methylthio)furan-2-carbaldehyde (1.0 g, 7.04 mmol) in ethanol (10 mL) was added an aqueous solution of hydroxylamine hydrochloride (3.75M) (2.26 mL, 8.45 mmol) and an aqueous solution of sodium acetate (1.5 M) (3.78 mL, 5.63 mmol). The reaction mixture was stirred a 23° C. for 18 hours. The ethanol was concentrated in vacuo, H2O was added (50 mL) and the precipitate was filtered and dried in oven (60° C.) for 10 minutes to afford 277 mg (25%) of the title compound. LCMS (+ESI...